This data is from the Open Reaction Database (ORD), a public repository of structured organic reaction records. The task is: describe an organic reaction: reactants, conditions, products, and yield Starting materials: CC(=O)O[BH-](OC(C)=O)OC(C)=O, NCc1cccc(C(F)(F)F)c1Cl, ClCCl, [Na+], O, CC(C=O)c1cccs1. Yields the product CC(CNCc1cccc(C(F)(F)F)c1Cl)c1cccs1. As a reaction SMILES: [C:23]([O:24][BH-:25]([O:26][C:27](=[O:28])[CH3:29])[O:30][C:31](=[O:32])[CH3:33])(=[O:34])[CH3:35].[Cl:10][c:11]1[c:12]([CH2:13][NH2:14])[cH:15][cH:16][cH:17][c:18]1[C:19]([F:20])([F:21])[F:22].[Cl:38][CH2:39][Cl:40].[Na+:36].[OH2:37].[s:1]1[c:2]([CH:6]([CH:7]=[O:8])[CH3:9])[cH:3][cH:4][cH:5]1>>[s:1]1[c:2]([CH:6]([CH2:7][NH:14][CH2:13][c:12]2[c:11]([Cl:10])[c:18]([C:19]([F:20])([F:21])[F:22])[cH:17][cH:16][cH:15]2)[CH3:9])[cH:3][cH:4][cH:5]1. Reactants: CCCCCOC(=O)c1cc(N)ncc1Sc1ccc(S(=O)(=O)N2CCCCC2)cc1, CN(C)c1ccncc1, O=S(=O)(Cl)c1ccc(Cl)cc1Cl, c1ccncc1. Yields the product CCCCCOC(=O)c1cc(NS(=O)(=O)c2ccc(Cl)cc2Cl)ncc1Sc1ccc(S(=O)(=O)N2CCCCC2)cc1. RXN SMILES: [CH2:1]([CH2:2][CH2:3][CH2:4][CH3:5])[O:6][C:7]([c:8]1[cH:9][c:10]([NH2:30])[n:11][cH:12][c:13]1[S:14][c:15]1[cH:16][cH:17][c:18]([S:21](=[O:22])(=[O:23])[N:24]2[CH2:25][CH2:26][CH2:27][CH2:28][CH2:29]2)[cH:19][cH:20]1)=[O:31].[CH3:44][N:45]([CH3:46])[c:47]1[cH:48][cH:49][n:50][cH:51][cH:52]1.[Cl:32][c:33]1[c:34]([S:40](=[O:41])(=[O:42])[Cl:43])[cH:35][cH:36][c:37]([Cl:39])[cH:38]1.[cH:53]1[cH:54][cH:55][n:56][cH:57][cH:58]1>>[CH2:1]([CH2:2][CH2:3][CH2:4][CH3:5])[O:6][C:7]([c:8]1[cH:9][c:10]([NH:30][S:40]([c:34]2[c:33]([Cl:32])[cH:38][c:37]([Cl:39])[cH:36][cH:35]2)(=[O:41])=[O:42])[n:11][cH:12][c:13]1[S:14][c:15]1[cH:16][cH:17][c:18]([S:21](=[O:22])(=[O:23])[N:24]2[CH2:25][CH2:26][CH2:27][CH2:28][CH2:29]2)[cH:19][cH:20]1)=[O:31]. The reactants are CCOC=C(C#N)C#N, Cc1ccccc1, CCNN=Cc1ccccc1. Yields the product CCN(C=C(C#N)C#N)N=Cc1ccccc1. Reaction SMILES: [CH2:1]([O:2][CH:4]=[C:5]([C:6]#[N:7])[C:8]#[N:9])[CH3:3].[CH3:21][c:22]1[cH:23][cH:24][cH:25][cH:26][cH:27]1.[CH:10]([c:11]1[cH:12][cH:13][cH:14][cH:15][cH:16]1)=[N:17][NH:18][CH2:19][CH3:20]>>[CH:4](=[C:5]([C:6]#[N:7])[C:8]#[N:9])[N:18]([N:17]=[CH:10][c:11]1[cH:12][cH:13][cH:14][cH:15][cH:16]1)[CH2:19][CH3:20]. Reactants: C[Si](C)(C)CCOCCl, [H-], [Na+], O=P([O-])([O-])[O-], CN(C)C=O, O, O=CNc1cc(C(O)CN(Cc2ccccc2)Cc2ccccc2)ccc1O. Product: C[Si](C)(C)CCOCOc1ccc(C(O)CN(Cc2ccccc2)Cc2ccccc2)cc1NC=O. RXN SMILES: [CH3:31][Si:32]([CH2:33][CH2:34][O:35][CH2:36][Cl:37])([CH3:38])[CH3:39].[H-:29].[Na+:30].[O-:40][P:41](=[O:42])([O-:43])[O-:44].[O:45]=[CH:46][N:47]([CH3:48])[CH3:49].[OH2:50].[c:1]1([CH2:7][N:8]([CH2:9][CH:10]([OH:11])[c:12]2[cH:13][cH:14][c:15]([OH:21])[c:16]([NH:18][CH:19]=[O:20])[cH:17]2)[CH2:22][c:23]2[cH:24][cH:25][cH:26][cH:27][cH:28]2)[cH:2][cH:3][cH:4][cH:5][cH:6]1>>[c:1]1([CH2:7][N:8]([CH2:9][CH:10]([OH:11])[c:12]2[cH:13][cH:14][c:15]([O:21][CH2:36][O:35][CH2:34][CH2:33][Si:32]([CH3:31])([CH3:38])[CH3:39])[c:16]([NH:18][CH:19]=[O:20])[cH:17]2)[CH2:22][c:23]2[cH:24][cH:25][cH:26][cH:27][cH:28]2)[cH:2][cH:3][cH:4][cH:5][cH:6]1. Reactants: C(CCCCCCCCCCCCCCC)SCC(CN)NC(=O)OC (3-Hexadecylthio-2-methoxycarbonylaminopropylamine), ClCCCS(=O)(=O)NCC(CSCCCCCCCCCCCCCCCC)OC (3-(3-chloropropylsulfonylamino)-1-hexadecylthio-2-methoxypropane). Product: ClCCCS(=O)(=O)NCC(CSCCCCCCCCCCCCCCCC)NC(=O)OC (3-(3-chloropropylsulfonylamino)-1-hexadecylthio-2-methoxycarbonylaminopropane). As a reaction SMILES: [CH2:1]([S:17][CH2:18][CH:19]([NH:22][C:23]([O:25][CH3:26])=[O:24])[CH2:20][NH2:21])[CH2:2][CH2:3][CH2:4][CH2:5][CH2:6][CH2:7][CH2:8][CH2:9][CH2:10][CH2:11][CH2:12][CH2:13][CH2:14][CH2:15][CH3:16].[Cl:27][CH2:28][CH2:29][CH2:30][S:31](NCC(OC)CSCCCCCCCCCCCCCCCC)(=[O:33])=[O:32]>>[Cl:27][CH2:28][CH2:29][CH2:30][S:31]([NH:21][CH2:20][CH:19]([NH:22][C:23]([O:25][CH3:26])=[O:24])[CH2:18][S:17][CH2:1][CH2:2][CH2:3][CH2:4][CH2:5][CH2:6][CH2:7][CH2:8][CH2:9][CH2:10][CH2:11][CH2:12][CH2:13][CH2:14][CH2:15][CH3:16])(=[O:33])=[O:32]. Procedure details: 3-Hexadecylthio-2-methoxycarbonylaminopropylamine IVe3 is allowed to react and worked up by the same procedure as described in (4). m.p. 67°-69° C. The summary of the experimental condition and the physical data of the product are listed in Table 7. Reaction SMILES: [BrH:8].[CH3:27][CH2:28][OH:29].[CH3:5][O-:6].[Na+:7].[P:17](=[O:18])([OH:19])([OH:20])[OH:21].[P:22]([O-:23])([OH:24])([OH:25])=[O:26].[SH:1][CH2:2][CH2:3][OH:4].[cH:9]1[cH:10][c:11]([CH2:15][Br:16])[cH:12][cH:13][n:14]1>>[S:1]([CH2:2][CH2:3][OH:4])[CH2:15][c:11]1[cH:10][cH:9][n:14][cH:13][cH:12]1. Yields the product OCCSCc1ccncc1. Reactants: Br, CCO, C[O-], [Na+], O=P(O)(O)O, O=P([O-])(O)O, OCCS, BrCc1ccncc1. The reactants are NCCS(=O)C=1C=C(C=2C(NC3=CC=C(C1C23)F)=O)C=2NC=CC2 (5-(2-amino-ethanesulfinyl)-6-fluoro-3-(1H-pyrrol-2-yl)-1H-benzo[cd]indol-2-one), Cl (HCl). The solvent is CO (methanol), CN(C)C=O (DMF). Product: Cl.NCCS(=O)C=1C=C(C=2C(NC3=CC=C(C1C23)F)=O)C=2NC=CC2 (5-(2-amino-ethanesulfinyl)-6-fluoro-3-(1H-pyrrol-2-yl)-1H-benzo[cd]indol-2-one hydrochloride salt). Reaction SMILES: [NH2:1][CH2:2][CH2:3][S:4]([C:6]1[CH:7]=[C:8]([C:20]2[NH:21][CH:22]=[CH:23][CH:24]=2)[C:9]2[C:10](=[O:19])[NH:11][C:12]3[C:17]=2[C:16]=1[C:15]([F:18])=[CH:14][CH:13]=3)=[O:5].[ClH:25]>CN(C=O)C.CO>[ClH:25].[NH2:1][CH2:2][CH2:3][S:4]([C:6]1[CH:7]=[C:8]([C:20]2[NH:21][CH:22]=[CH:23][CH:24]=2)[C:9]2[C:10](=[O:19])[NH:11][C:12]3[C:17]=2[C:16]=1[C:15]([F:18])=[CH:14][CH:13]=3)=[O:5] |f:4.5|. Procedure: A solution of 5-(2-amino-ethanesulfinyl)-6-fluoro-3-(1H-pyrrol-2-yl)-1H-benzo[cd]indol-2-one (from Example 42 above) (20 mg, 0.06 mmol) in DMF (approximately 2.5 mL) was treated with aqueous HCl with vigorous stirring. The solution was lyophilized and the residue was dissolved in methanol, filtered and concentrated. The resulting material was further purified by precipitation out of MeOH/CH2Cl2 (3:1) with excess of pentane to give 5-(2-amino-ethanesulfinyl)-6-fluoro-3-(1H-pyrrol-2-yl)-1H-benzo[c... The reactants are Cl.C(C1=CC=CC=C1)(=N)N (benzamidine hydrochloride), C(CC(=O)OCC)(=O)OCC (diethyl malonate), C1CCC2=NCCCN2CC1 (DBU). Solvent: CN(C)C=O (DMF). Product: C1(=CC=CC=C1)C1=NC(=CC(=N1)O)O (2-Phenylpyrimidine-4,6-diol). Isolated yield 73.1%. RXN SMILES: Cl.[C:2]([NH2:10])(=[NH:9])[C:3]1[CH:8]=[CH:7][CH:6]=[CH:5][CH:4]=1.[C:11](OCC)(=[O:18])[CH2:12][C:13](OCC)=[O:14].C1CCN2C(=NCCC2)CC1>CN(C=O)C>[C:3]1([C:2]2[N:10]=[C:13]([OH:14])[CH:12]=[C:11]([OH:18])[N:9]=2)[CH:8]=[CH:7][CH:6]=[CH:5][CH:4]=1 |f:0.1|. Procedure: A solution of benzamidine hydrochloride (44.41 g; 0.284 mol), diethyl malonate (45.51 g; 0.284 mol) and DBU (86.40 g; 0.568 mol) in DMF (250 mL) was heated at 85° C. for 20 h. After cooling to room temperature, the flask was placed in a refrigerator overnight. The crystalline product was collected by filtration and washed with DMF (300 mL), then dissolved in water (ca. 110 mL) and acidified with 2 M HCl (110 mL) with water added, as necessary, to maintain a suspension. The product was collected ...